The task is: describe an organic reaction: reactants, conditions, products, and yield. This data is from the Open Reaction Database (ORD), a public repository of structured organic reaction records. The reactants are [Al+3], CCN1C(=O)CCC2=C1Cc1ccccc12, [Cl-], [Cl-], [Cl-], ClCCl, NS(=O)(=O)c1cc(C(=O)Cl)ccc1Cl. The product is CCN1C(=O)CCC2=C1Cc1cc(C(=O)c3ccc(Cl)c(S(N)(=O)=O)c3)ccc12. RXN SMILES: [Al+3:2].[CH2:19]([CH3:20])[N:21]1[C:22]2=[C:23]([CH2:24][CH2:25][C:26]1=[O:27])[c:28]1[cH:29][cH:30][cH:31][cH:32][c:33]1[CH2:34]2.[Cl-:1].[Cl-:3].[Cl-:4].[Cl:35][CH2:36][Cl:37].[Cl:5][c:6]1[c:7]([S:15]([NH2:16])(=[O:17])=[O:18])[cH:8][c:9]([C:10](=[O:11])[Cl:12])[cH:13][cH:14]1>>[Cl:5][c:6]1[c:7]([S:15]([NH2:16])(=[O:17])=[O:18])[cH:8][c:9]([C:10](=[O:11])[c:31]2[cH:30][cH:29][c:28]3[c:33]([cH:32]2)[CH2:34][C:22]2=[C:23]3[CH2:24][CH2:25][C:26](=[O:27])[N:21]2[CH2:19][CH3:20])[cH:13][cH:14]1. The reactants are ClC=1C=C(C=C(C1)Cl)N1C(C(=CC2=CC=CN=C12)C(C(C#N)C=1C=NC=CC1)O)=O (3-[1-(3,5-dichlorophenyl)-1,2-dihydro-2-oxo-1,8-naphthyridin-3-yl]-3-hydroxy-2-(3-pyridyl)propionitrile), O (water), FC(C(=O)O)(F)F (trifluoroacetic acid), FC(C(=O)OC(C(F)(F)F)=O)(F)F (trifluoroacetic anhydride). Solvent: ClCCl (dichloromethane). Conditions: time 1 hour. Yields the product ClC=1C=C(C=C(C1)Cl)N1C(C(=CC2=CC=CN=C12)C=C(C#N)C=1C=NC=CC1)=O (3-[1-(3,5-dichlorophenyl)-1,2-dihydro-2-oxo-1,8-naphthyridin-3-yl]-2-(3-pyridyl)prop-2-enenitrile). The yield is 90.4%. As a reaction SMILES: [Cl:1][C:2]1[CH:3]=[C:4]([N:9]2[C:18]3[C:13](=[CH:14][CH:15]=[CH:16][N:17]=3)[CH:12]=[C:11]([CH:19](O)[CH:20]([C:23]3[CH:24]=[N:25][CH:26]=[CH:27][CH:28]=3)[C:21]#[N:22])[C:10]2=[O:30])[CH:5]=[C:6]([Cl:8])[CH:7]=1.FC(F)(F)C(O)=O.FC(F)(F)C(OC(=O)C(F)(F)F)=O.O>ClCCl>[Cl:8][C:6]1[CH:5]=[C:4]([N:9]2[C:18]3[C:13](=[CH:14][CH:15]=[CH:16][N:17]=3)[CH:12]=[C:11]([CH:19]=[C:20]([C:23]3[CH:24]=[N:25][CH:26]=[CH:27][CH:28]=3)[C:21]#[N:22])[C:10]2=[O:30])[CH:3]=[C:2]([Cl:1])[CH:7]=1. Procedure details: 3 g of 3-[1-(3,5-dichlorophenyl)-1,2-dihydro-2-oxo-1,8-naphthyridin-3-yl]-3-hydroxy-2-(3-pyridyl)propionitrile, prepared in Example 77, are suspended in 20 ml of dichloromethane. After the addition of 1.05 ml of trifluoroacetic acid (2 eq), a yellow solution is obtained which becomes bright yellow with a rise in temperature after the addition of 1.44 ml of trifluoroacetic anhydride (1.5 eq). This solution is stirred for one hour and water is then added; the organic phase is decanted, washed with... The reactants are N1(C=CC=C1)C=1C=CC=C2C=CN=CC12 (8-(Pyrrol-1-yl)isoquinoline), [C-]#N.[K+] (potassium cyanide), C1(=CC=C(C=C1)S(=O)(=O)Cl)C (toluene-p-sulphonyl chloride). Solvent: C(Cl)Cl (methylene chloride), O (water), C(Cl)Cl (methylene chloride). Yields the product crude product, C(#N)C1N(C=CC2=CC=CC(=C12)N1C=CC=C1)S(=O)(=O)C1=CC=C(C=C1)C (1-cyano-8-(pyrrol-1-yl)-2-toluene-p-sulphonyl-1,2-dihydroisoquinoline). The yield is 71.9%. RXN SMILES: [N:1]1([C:6]2[CH:7]=[CH:8][CH:9]=[C:10]3[C:15]=2[CH:14]=[N:13][CH:12]=[CH:11]3)[CH:5]=[CH:4][CH:3]=[CH:2]1.[C-:16]#[N:17].[K+].[C:19]1([CH3:29])[CH:24]=[CH:23][C:22]([S:25](Cl)(=[O:27])=[O:26])=[CH:21][CH:20]=1>C(Cl)Cl.O>[C:16]([CH:14]1[C:15]2[C:10](=[CH:9][CH:8]=[CH:7][C:6]=2[N:1]2[CH:5]=[CH:4][CH:3]=[CH:2]2)[CH:11]=[CH:12][N:13]1[S:25]([C:22]1[CH:23]=[CH:24][C:19]([CH3:29])=[CH:20][CH:21]=1)(=[O:27])=[O:26])#[N:17] |f:1.2|. Procedure details: 8-(Pyrrol-1-yl)isoquinoline (293 g.) and potassium cyanide (295 g.) are dissolved in a mixture of methylene chloride (880 cc.) and water (880 cc.) and the solution stirred at a temperature of between 0° and 5° C. After adding a solution of toluene-p-sulphonyl chloride (575 g.) in methylene chloride (880 cc.) over the course of 45 hours, decanting and then washing the organic solution with water, a solid brown residue is obtained. After recrystallisation from acetonitrile (750 cc.), this crude pr... Starting materials: NC1=C(C(=C(C(=O)O)C=C1)C)C (4-amino-2,3-dimethylbenzoic acid), O.O.Cl[Sn]Cl (SnCl2.2H2O), N(=O)[O-].[Na+] (NaNO2). Run in Cl (HCl), Cl (HCl), O (water). Reaction conditions: temperature -5 celsius, time 2 hour. The product is Cl.CC1=C(C(=O)O)C=CC(=C1C)NN (2,3-Dimethyl-4-hydrazinobenzoic acid hydrochloride). Isolated yield 93.7%. As a reaction SMILES: [N:1]([O-])=O.[Na+].[NH2:5][C:6]1[CH:14]=[CH:13][C:9]([C:10]([OH:12])=[O:11])=[C:8]([CH3:15])[C:7]=1[CH3:16].O.O.[Cl:19][Sn]Cl>O.Cl>[ClH:19].[CH3:15][C:8]1[C:7]([CH3:16])=[C:6]([NH:5][NH2:1])[CH:14]=[CH:13][C:9]=1[C:10]([OH:12])=[O:11] |f:0.1,3.4.5,8.9|. Procedure: A solution of 1.87 g of NaNO2 in 7 ml of water is added slowly to a solution, cooled to −5° C., of 4.5 g of 4-amino-2,3-dimethylbenzoic acid in 135 ml of concentrated HCl . After 2 hours of stirring at −5° C., a solution of 25 g of SnCl2.2H2O in 250 ml of concentrated HCl is added at −10° C., and the mixture is stirred for 30 minutes at −5° C. and then 2 hours at RT. The mixture is filtered, and the precipitate is washed with 5 ml of concentrated HCl and dried under a stream of dry nitrogen and ... Starting materials: CC(=O)C(C)(C)C, CCCCCC, COC(=O)c1cc(OC)c(OC)c(OC)c1, Cl, [H-], [Na+], C1CCOC1. Product: COc1cc(C(=O)CC(=O)C(C)(C)C)cc(OC)c1OC. RXN SMILES: [CH3:19][C:20]([C:21]([CH3:22])([CH3:23])[CH3:24])=[O:25].[CH3:27][CH2:28][CH2:29][CH2:30][CH2:31][CH3:32].[CH3:3][O:4][c:5]1[cH:6][c:7]([C:8]([O:10][CH3:9])=[O:11])[cH:12][c:13]([O:17][CH3:18])[c:14]1[O:15][CH3:16].[ClH:26].[H-:1].[Na+:2].[O:33]1[CH2:34][CH2:35][CH2:36][CH2:37]1>>[CH3:3][O:4][c:5]1[cH:6][c:7]([C:8](=[O:10])[CH2:19][C:20]([C:21]([CH3:22])([CH3:23])[CH3:24])=[O:25])[cH:12][c:13]([O:17][CH3:18])[c:14]1[O:15][CH3:16]. Starting materials: C(CCCCCCCCCCC)N (dodecylamine), N (ammonia), 72.5, C(=O)C=O (glyoxal), C=O (formaldehyde). Solvent: C(CC)O (propanol), C(CC)O (propanol). Conditions: time 20 minute. Yields the product 76.5, C(CCCCCCCCCCC)N1C=NC=C1 (N-dodecylimidazole). Reaction SMILES: [CH2:1]([NH2:13])[CH2:2][CH2:3][CH2:4][CH2:5][CH2:6][CH2:7][CH2:8][CH2:9][CH2:10][CH2:11][CH3:12].[NH3:14].[CH:15]([CH:17]=O)=O.[CH2:19]=O>C(O)CC>[CH2:1]([N:13]1[CH:17]=[CH:15][N:14]=[CH:19]1)[CH2:2][CH2:3][CH2:4][CH2:5][CH2:6][CH2:7][CH2:8][CH2:9][CH2:10][CH2:11][CH3:12]. Reported procedure: 92.5 parts of dodecylamine and 34 parts of 25% strength aqueous ammonia aredissolved in 100 parts of propanol and are added dropwise, in the course of30 minutes, simultaneously with a mixture of 72.5 parts of 40% strength aqueous glyoxal solution and 37.5 parts of 40% strength aqueous formaldehyde solution, to 200 parts of propanol at 80° C. The mixture is then stirred for a further 20 minutes. Working up by distillation gives 76.5 parts of N-dodecylimidazole (boiling point 152° C./2 mm Hg), cor... The reactants are Cl (hydrochloric acid), [OH-].[Na+] (sodium hydroxide), 100, CC1=CC=C(C=C1)NC1(CCN(CC1)CC1=CC=CC=C1)C(=O)N (4-[(4-methylphenyl)amino]-1-(phenylmethyl)-4-piperidinecarboxamide), [OH-].[K+] (potassium hydroxide). Solvent: O (water), C(CO)O (1,2-ethanediol). Product: CC1=CC=C(C=C1)NC1(CCN(CC1)CC1=CC=CC=C1)C(=O)O (4-[(4-methylphenyl)amino]-1-(phenylmethyl)-4-piperidinecarboxylic acid). RXN SMILES: [CH3:1][C:2]1[CH:7]=[CH:6][C:5]([NH:8][C:9]2([C:22](N)=[O:23])[CH2:14][CH2:13][N:12]([CH2:15][C:16]3[CH:21]=[CH:20][CH:19]=[CH:18][CH:17]=3)[CH2:11][CH2:10]2)=[CH:4][CH:3]=1.[OH-:25].[K+].Cl.[OH-].[Na+]>O.C(O)CO>[CH3:1][C:2]1[CH:7]=[CH:6][C:5]([NH:8][C:9]2([C:22]([OH:25])=[O:23])[CH2:14][CH2:13][N:12]([CH2:15][C:16]3[CH:21]=[CH:20][CH:19]=[CH:18][CH:17]=3)[CH2:11][CH2:10]2)=[CH:4][CH:3]=1 |f:1.2,4.5|. Reported procedure: A mixture of 100 parts of 4-[(4-methylphenyl)amino]-1-(phenylmethyl)-4-piperidinecarboxamide, 52.2 parts of potassium hydroxide and 638 parts of 1,2-ethanediol is stirred and refluxed for 25 hours. After cooling, 1200 parts of water are added and the whole is acidified with a concentrated hydrochloric acid solution. The acid aqueous phase is alkalized with a sodium hydroxide solution 60%: exothermic reaction. After cooling, the precipitated crude product is filtered off and dissolved in water. T...